Dataset: the Open Reaction Database (ORD), a public repository of structured organic reaction records. Task: describe an organic reaction: reactants, conditions, products, and yield Reactants: [N+](=O)([O-])C1=CC=C(CNC(=O)C=2C3=C(N=CN2)C=CS3)C=C1 (thieno[3,2-d]pyrimidine-4-carboxylic acid 4-nitro-benzylamide). The reagents and catalysts are [Pd] (Pd/C). The solvent is CO.O (MeOH—H2O). The product is NC1=CC=C(CNC(=O)C=2C3=C(N=CN2)C=CS3)C=C1 (thieno[3,2-d]pyrimidine-4-carboxylic acid 4-amino-benzylamide). Reaction SMILES: [N+:1]([C:4]1[CH:22]=[CH:21][C:7]([CH2:8][NH:9][C:10]([C:12]2[C:13]3[S:20][CH:19]=[CH:18][C:14]=3[N:15]=[CH:16][N:17]=2)=[O:11])=[CH:6][CH:5]=1)([O-])=O>CO.O.[Pd]>[NH2:1][C:4]1[CH:5]=[CH:6][C:7]([CH2:8][NH:9][C:10]([C:12]2[C:13]3[S:20][CH:19]=[CH:18][C:14]=3[N:15]=[CH:16][N:17]=2)=[O:11])=[CH:21][CH:22]=1 |f:1.2|. Reported procedure: Compound 7.3 (1.0 mmol) and Pd/C (10 w/w %, 60 mg) in MeOH—H2O (12 mL) is stirred under a hydrogen atmosphere at room temperature until the reaction is complete. The catalyst is removed by filtration and the filtrate is evaporated to dryness under reduced pressure to provide thieno[3,2-d]pyrimidine-4-carboxylic acid 4-amino-benzylamide (compound 7.4). Reactants: [OH-].[Al+3].[OH-].[OH-] (Aluminum(III) hydroxide), C(C(O)C)(=O)O (lactic acid). Run in O (water). Run at temperature 343 kelvin, time 70 hour. Product: C(C(O)C)(=O)[O-].[Al+3].C(C(O)C)(=O)[O-].C(C(O)C)(=O)[O-] (Aluminum(III) Lactate). As a reaction SMILES: [OH-].[Al+3:2].[OH-].[OH-].[C:5]([OH:10])(=[O:9])[CH:6]([CH3:8])[OH:7]>O>[C:5]([O-:10])(=[O:9])[CH:6]([CH3:8])[OH:7].[Al+3:2].[C:5]([O-:10])(=[O:9])[CH:6]([CH3:8])[OH:7].[C:5]([O-:10])(=[O:9])[CH:6]([CH3:8])[OH:7] |f:0.1.2.3,6.7.8.9|. Procedure: Aluminum(III) hydroxide (2.21 g) was suspended with stirring (340 rpm) in water (10.8 g) maintained at 343 K, lactic acid (6.97 g) added over 1 minute, and stirring continued at 343 K for 70 hours. A white suspension was obtained, and this was diluted to 6% w/w solids for testing.